Dataset: the Open Reaction Database (ORD), a public repository of structured organic reaction records. Task: describe an organic reaction: reactants, conditions, products, and yield Starting materials: BrC1=C(C(=C(N)C=C1)F)Cl (4-bromo-3-chloro-2-fluoroaniline), C(C)(=O)OC(C)=O (acetic anhydride), N1=CC=CC=C1 (pyridine). Run in C(C)(=O)OCC (ethyl acetate), C(C)(=O)OCC (ethyl acetate). Conditions: time 8 hour. The product is BrC1=C(C(=C(C=C1)NC(C)=O)F)Cl (N-(4-bromo-3-chloro-2-fluorophenyl)acetamide). Isolated yield 96.0%. As a reaction SMILES: [Br:1][C:2]1[CH:8]=[CH:7][C:5]([NH2:6])=[C:4]([F:9])[C:3]=1[Cl:10].[C:11](OC(=O)C)(=[O:13])[CH3:12].N1C=CC=CC=1>C(OCC)(=O)C>[Br:1][C:2]1[CH:8]=[CH:7][C:5]([NH:6][C:11](=[O:13])[CH3:12])=[C:4]([F:9])[C:3]=1[Cl:10]. Reported procedure: To a solution of 4-bromo-3-chloro-2-fluoroaniline (15.0 g) in ethyl acetate (200 mL) was added dropwise acetic anhydride (7.57 mL) at 0° C. Then, pyridine (10.8 mL) was added dropwise, and the mixture was stirred at room temperature overnight. The mixture was diluted with ethyl acetate, washed with water and saturated brine, and dried over magnesium sulfate. The solvent was evaporated under reduced pressure. The obtained solid was washed with hexane to give the title compound as a colorless soli...